Task: describe an organic reaction: reactants, conditions, products, and yield. Dataset: the Open Reaction Database (ORD), a public repository of structured organic reaction records Starting materials: C1N(CCC2=CC=CC=C12)C1=CC=CC(=N1)C(=O)N (6-(3,4-dihydro-1H-isoquinolin-2-yl)-pyridine-2-carboxylic acid amide), Cl (hydrogen chloride), [H-].[Al+3].[Li+].[H-].[H-].[H-] (lithium aluminum hydride). Product: Cl.C1N(CCC2=CC=CC=C12)C1=CC=CC(=N1)CN (C-[6-(3,4-Dihydro-1H-isoquinolin-2-yl)-pyridin-2-yl]-methylamine hydrochloride). Reaction SMILES: [CH2:1]1[C:10]2[C:5](=[CH:6][CH:7]=[CH:8][CH:9]=2)[CH2:4][CH2:3][N:2]1[C:11]1[N:16]=[C:15]([C:17]([NH2:19])=O)[CH:14]=[CH:13][CH:12]=1.[H-].[Al+3].[Li+].[H-].[H-].[H-].[ClH:26]>>[ClH:26].[CH2:1]1[C:10]2[C:5](=[CH:6][CH:7]=[CH:8][CH:9]=2)[CH2:4][CH2:3][N:2]1[C:11]1[N:16]=[C:15]([CH2:17][NH2:19])[CH:14]=[CH:13][CH:12]=1 |f:1.2.3.4.5.6,8.9|. Procedure details: Following the general method described in example 9, 6-(3,4-dihydro-1H-isoquinolin-2-yl)-pyridine-2-carboxylic acid amide (example 22a) was reacted with lithium aluminum hydride. After workup and chromatography the free base of the title compound was treated with hydrogen chloride and crystallized as the off white salt. Mp. 192-195° C. (iPr2O), MS: m/e=239 (M+). Starting materials: ClC(CC(C1=CC=CC=C1)Cl)(Cl)Cl (1,1,1,3-tetrachloro-3-phenylpropane), S(O)(O)(=O)=O (sulphuric acid), C(=O)O (formic acid), Cl (hydrogen chloride), [C]=O (carbon monoxide). The product is C(C=CC1=CC=CC=C1)(=O)O (cinnamic acid). Yield: 86.9%. Reaction SMILES: ClC(Cl)(Cl)[CH2:3][CH:4](Cl)[C:5]1[CH:10]=[CH:9][CH:8]=[CH:7][CH:6]=1.S(=O)(=O)(O)O.Cl.[C]=O.[CH:22]([OH:24])=[O:23]>>[C:22]([OH:24])(=[O:23])[CH:3]=[CH:4][C:5]1[CH:10]=[CH:9][CH:8]=[CH:7][CH:6]=1 |^3:19|. Reported procedure: A mixture of 103.2 g of 1,1,1,3-tetrachloro-3-phenylpropane, 114 g of 85% formic acid and 4.2 g of 93% sulphuric acid is refluxed under stirring at a temperature in the range 100° to 110° C. for 6 h with evolution of hydrogen chloride and carbon monoxide. The reaction mixture is cooled, the crystals so precipitated are filtered off and washed with water to give 51.5 g of cinnamic acid in total yield of 98 per cent (melting point 127° to 133° C., min. 98% purity). Starting materials: CC(C(=O)OCC)CCCC (ethyl 2-methylhexanoate), CP(OC)(OC)=O (dimethyl methylphosphonate), C(CCC)[Li] (butyl lithium), C(C)(=O)O (acetic acid). Solvent: O1CCCC1 (tetrahydrofuran), O1CCCC1 (tetrahydrofuran), CCCCC (pentane). Run at temperature -60 celsius, time 10 minute. Yields the product CC(C(CP(OC)(OC)=O)=O)CCCC (dimethyl 3-methyl-2-oxoheptylphosphonate). The yield is 32.6%. RXN SMILES: [CH3:1][P:2](=[O:7])([O:5][CH3:6])[O:3][CH3:4].C([Li])CCC.[CH3:13][CH:14]([CH2:20][CH2:21][CH2:22][CH3:23])[C:15](OCC)=[O:16].C(O)(=O)C>O1CCCC1.CCCCC>[CH3:13][CH:14]([CH2:20][CH2:21][CH2:22][CH3:23])[C:15](=[O:16])[CH2:1][P:2](=[O:7])([O:5][CH3:6])[O:3][CH3:4]. Procedure: A stirred solution of dimethyl methylphosphonate (54 g.) in dry tetrahydrofuran (390 ml.) at -45° to -50° C. was treated, dropwise during 20 minutes, with a solution of butyl lithium (32 g.) in pentane (250 ml.). Stirring was continued at that temperature for a further 10 minutes, and then the mixture was cooled to -60° C. and treated, dropwise during 15 minutes, with a solution of ethyl 2-methylhexanoate (34.5 g.) in tetrahydrofuran (120 ml.). The mixture was stirred at -60° C. for a further 90... Starting materials: COC=1C=CC(=NC1)S(=O)(=O)Cl (5-methoxypyridine-2-sulfonyl chloride), FC=1C(=CNC1C=1C(=NC=CC1)F)CN(C(OC(C)(C)C)=O)C (tert-butyl {[4-fluoro-5-(2-fluoropyridin-3-yl)-1H-pyrrol-3-yl]methyl}methylcarbamate), C1COCCOCCOCCOCCO1 (15-crown-5), [H-].[Na+] (sodium hydride). Run in O1CCCC1 (tetrahydrofuran), O1CCCC1 (tetrahydrofuran). Product: FC=1C(=CN(C1C=1C(=NC=CC1)F)S(=O)(=O)C1=NC=C(C=C1)OC)CN(C(OC(C)(C)C)=O)C (tert-Butyl ({4-fluoro-5-(2-fluoropyridin-3-yl)-1-[(5-methoxypyridin-2-yl)sulfonyl]-1H-pyrrol-3-yl}methyl)methylcarbamate). The yield is 93.0%. As a reaction SMILES: [H-].[Na+].[F:3][C:4]1[C:5]([CH2:16][N:17]([CH3:25])[C:18](=[O:24])[O:19][C:20]([CH3:23])([CH3:22])[CH3:21])=[CH:6][NH:7][C:8]=1[C:9]1[C:10]([F:15])=[N:11][CH:12]=[CH:13][CH:14]=1.C1OCCOCCOCCOCCOC1.[CH3:41][O:42][C:43]1[CH:44]=[CH:45][C:46]([S:49](Cl)(=[O:51])=[O:50])=[N:47][CH:48]=1>O1CCCC1>[F:3][C:4]1[C:5]([CH2:16][N:17]([CH3:25])[C:18](=[O:24])[O:19][C:20]([CH3:21])([CH3:22])[CH3:23])=[CH:6][N:7]([S:49]([C:46]2[CH:45]=[CH:44][C:43]([O:42][CH3:41])=[CH:48][N:47]=2)(=[O:50])=[O:51])[C:8]=1[C:9]1[C:10]([F:15])=[N:11][CH:12]=[CH:13][CH:14]=1 |f:0.1|. Procedure: To a suspension of sodium hydride (60% in oil, 168 mg) in tetrahydrofuran (10 mL) were added tert-butyl {[4-fluoro-5-(2-fluoropyridin-3-yl)-1H-pyrrol-3-yl]methyl}methylcarbamate (970 mg), 15-crown-5 (925 mg) and a solution of 5-methoxypyridine-2-sulfonyl chloride (984 mg) in tetrahydrofuran (15 mL) at room temperature, and the mixture was stirred for 30 min. The reaction mixture concentrated under reduced pressure to a half volume, diluted with water, and extracted with ethyl acetate. The separa... Reaction SMILES: [C:34](=[O:35])([OH:36])[O-:37].[CH3:27][c:28]1[cH:29][cH:30][cH:31][cH:32][cH:33]1.[CH3:5][c:6]1[c:7]([CH2:17][O:18][c:19]2[cH:20][cH:21][c:22]([CH2:25][OH:26])[cH:23][n:24]2)[n:8][c:9](-[c:11]2[cH:12][cH:13][cH:14][cH:15][cH:16]2)[o:10]1.[Na+:38].[OH2:39].[S:1]([Cl:2])([Cl:3])=[O:4]>>[Cl:3][CH2:25][c:22]1[cH:21][cH:20][c:19]([O:18][CH2:17][c:7]2[c:6]([CH3:5])[o:10][c:9](-[c:11]3[cH:12][cH:13][cH:14][cH:15][cH:16]3)[n:8]2)[n:24][cH:23]1. Product: Cc1oc(-c2ccccc2)nc1COc1ccc(CCl)cn1. Reactants: O=C([O-])O, Cc1ccccc1, Cc1oc(-c2ccccc2)nc1COc1ccc(CO)cn1, [Na+], O, O=S(Cl)Cl. Starting materials: [OH-].[K+] (potassium hydroxide), C(C1=CC=C(C=C1)OC)=O (4-anisaldehyde), Cl (hydrochloric acid), C(O)(O)=O.NNC(=N)N (aminoguanidine bicarbonate). The product is COC1=CC=C(C=C1)\C=N\NC(N)=N (2-[(E)-1-(4-methoxyphenyl)methylidene]-1-hydrazinecarboximidamide). The yield is 86.7%. RXN SMILES: [CH:1](=O)[C:2]1[CH:7]=[CH:6][C:5]([O:8][CH3:9])=[CH:4][CH:3]=1.Cl.C(=O)(O)O.[NH2:16][NH:17][C:18]([NH2:20])=[NH:19].[OH-].[K+]>>[CH3:9][O:8][C:5]1[CH:6]=[CH:7][C:2](/[CH:1]=[N:16]/[NH:17][C:18](=[NH:19])[NH2:20])=[CH:3][CH:4]=1 |f:2.3,4.5|. Procedure: A mixture of 4-anisaldehyde (2.0 g, 14.4 mmol), 20% hydrochloric acid (4 mL) was added to an aminoguanidine bicarbonate (1.96 g, 14.4 mmol) aqueous solution, and heated to reflux for 4 h. 40% aqueous potassium hydroxide (7 mL) was added and the mixture was heated at reflux for additional 10 min. The mixture was cooled in room temperature for 10 h and a yellow precipitate formed. The yellow precipitate was filtered, washed with hot water and recrystallized from ethanol to give 2-[(E)-1-(4-methoxy...